describe an organic reaction: reactants, conditions, products, and yield From a dataset of the Open Reaction Database (ORD), a public repository of structured organic reaction records. Reactants: [OH-].[K+] (potassium hydroxide), C(C1=CC=CC=C1)OC=1C=C(C(=O)OC)C=C(C1OCC1=CC=CC=C1)OCC1=CC=CC=C1 (Methyl 3,4,5-tribenzyloxybenzoate), O (water). Run in CC(C)O (2-propanol), CC(C)O (2-propanol). The product is C(C1=CC=CC=C1)OC=1C=C(C(=O)O)C=C(C1OCC1=CC=CC=C1)OCC1=CC=CC=C1 (3,4,5-Tribenzyloxybenzoic acid). Reaction SMILES: [CH2:1]([O:8][C:9]1[CH:10]=[C:11]([CH:16]=[C:17]([O:27][CH2:28][C:29]2[CH:34]=[CH:33][CH:32]=[CH:31][CH:30]=2)[C:18]=1[O:19][CH2:20][C:21]1[CH:26]=[CH:25][CH:24]=[CH:23][CH:22]=1)[C:12]([O:14]C)=[O:13])[C:2]1[CH:7]=[CH:6][CH:5]=[CH:4][CH:3]=1.[OH-].[K+].O>CC(O)C>[CH2:1]([O:8][C:9]1[CH:10]=[C:11]([CH:16]=[C:17]([O:27][CH2:28][C:29]2[CH:34]=[CH:33][CH:32]=[CH:31][CH:30]=2)[C:18]=1[O:19][CH2:20][C:21]1[CH:22]=[CH:23][CH:24]=[CH:25][CH:26]=1)[C:12]([OH:14])=[O:13])[C:2]1[CH:3]=[CH:4][CH:5]=[CH:6][CH:7]=1 |f:1.2|. Procedure details: To a mixture of methyl 3,4,5-tribenzyloxybenzoate (15) (20.60 g, 45.30 mmol) in 2-propanol (200 mL) was added a solution of potassium hydroxide (3.50 g, 85%, 53.00 mmol) in 2-propanol (25 mL). The mixture was refluxed for 1 h, cooled, and water was added (250 mL). A white precipitate appeared, and the mixture was filtered. Recrystallisation from ethyl acetate afforded the desired compound as white crystals, m.p. 194-195° C. Yield: 17.2 g (86%). 1H NMR (300 MHz, DMSO-d6): δ=5.05 (2H, s), 5.18 (4H... Reactants: 22, C(CC(O)(C(=O)O)CC(=O)O)(=O)O (citric acid), C(CC(O)(C(=O)O)CC(=O)O)(=O)O (citric acid), C([O-])([O-])=O.[Ca+2] (calcium carbonate). Solvent: C(C)O (ethanol). Run at temperature 40 celsius, time 5 minute. Yields the product C([O-])([O-])=O.[Ca+2] (calcium carbonate), C(CC(O)(C(=O)O)CC(=O)[O-])(=O)[O-].[Ca+2] (monocalcium citrate). RXN SMILES: [C:1]([OH:13])(=[O:12])[CH2:2][C:3]([CH2:8][C:9]([OH:11])=[O:10])([C:5]([OH:7])=[O:6])[OH:4].[C:14](=[O:17])([O-:16])[O-:15].[Ca+2:18]>C(O)C>[C:14](=[O:15])([O-:17])[O-:16].[Ca+2:18].[C:1]([O-:13])(=[O:12])[CH2:2][C:3]([CH2:8][C:9]([O-:11])=[O:10])([C:5]([OH:7])=[O:6])[OH:4].[Ca+2:18] |f:1.2,4.5,6.7|. Procedure details: A mixture of 22 parts citric acid having a grain size between 0.4 and 0.6 mm and 43 parts citric acid of a grain size of about 0.1 mm were mixed, heated to 40° C., and mixed with 10 parts of a 50% ethanol solution. After five minutes of oscillating mixture, evacuation to 500 mbar was carried out and 20 parts of micronized calcium carbonate were introduced. Without agitation, evacuation was carried out again and when the pressure reached 500 mbar, mixing was carried out in an oscillating fashion ... Starting materials: C(C1=CC=CC=C1)OC=1C(=CC2=C(SC(C2)C)C1)Br (6-benzyloxy-5-bromo-2-methyl-2,3-dihydrobenzo[b]thiophene), [Li]CCCC (n-BuLi), Cl (HCl), B(OC)(OC)OC (B(OMe)3). Run in C1CCOC1 (THF), CCOC(=O)C (EtOAc). Conditions: temperature 0 celsius, time 1.5 hour. The product is C(C1=CC=CC=C1)OC=1C(=CC2=C(SC(C2)C)C1)B(O)O (6-Benzyloxy-2-methyl-2,3-dihydrobenzo[b]thiophen-5-yl-boronic acid). As a reaction SMILES: [CH2:1]([O:8][C:9]1[C:10](Br)=[CH:11][C:12]2[CH2:16][CH:15]([CH3:17])[S:14][C:13]=2[CH:18]=1)[C:2]1[CH:7]=[CH:6][CH:5]=[CH:4][CH:3]=1.[Li]CCCC.[B:25](OC)([O:28]C)[O:26]C.Cl>C1COCC1.CCOC(C)=O>[CH2:1]([O:8][C:9]1[C:10]([B:25]([OH:28])[OH:26])=[CH:11][C:12]2[CH2:16][CH:15]([CH3:17])[S:14][C:13]=2[CH:18]=1)[C:2]1[CH:7]=[CH:6][CH:5]=[CH:4][CH:3]=1. Procedure: To a solution of 6-benzyloxy-5-bromo-2-methyl-2,3-dihydrobenzo[b]thiophene (1.0 g, 3.0 mmol) in THF at 0° C. is added n-BuLi (1.8 mL, 4.5 mmol, 2.5 M in hexane) and the mixture is stirred for 1.5 h at 0° C. B(OMe)3 (1.67 mL, 15 mmol) is added dropwise and it is warmed to RT and stirred for 1.5 h. 3M HCl solution is added slowly at 0° C. and EtOAc is added to extract the product. The organic phase is dried with MgSO4 and concentrated. The residue is purified by chromatography to give the title co...